Dataset: the Open Reaction Database (ORD), a public repository of structured organic reaction records. Task: describe an organic reaction: reactants, conditions, products, and yield The reactants are CC(NC(=O)OC(C)(C)C)C(=O)O, CCN=C=NCCCN(C)C, CCN(C(C)C)C(C)C, ClCCl, Cl, CN1C=CC(c2ccccc2)=CC(N)C1=O, O, O, Oc1cccc2[nH]nnc12. Product: CC(NC(=O)OC(C)(C)C)C(=O)NC1C=C(c2ccccc2)C=CN(C)C1=O. Reaction SMILES: [C:17]([CH3:18])([CH3:19])([CH3:20])[O:21][C:22](=[O:23])[NH:24][CH:25]([CH3:26])[C:27](=[O:28])[OH:29].[CH3:51][N:52]([CH3:53])[CH2:54][CH2:55][CH2:56][N:57]=[C:58]=[N:59][CH2:60][CH3:61].[CH:41]([N:42]([CH:43]([CH3:44])[CH3:45])[CH2:46][CH3:47])([CH3:48])[CH3:49].[Cl:63][CH2:64][Cl:65].[ClH:50].[NH2:1][CH:2]1[C:3](=[O:16])[N:4]([CH3:15])[CH:5]=[CH:6][C:7]([c:9]2[cH:10][cH:11][cH:12][cH:13][cH:14]2)=[CH:8]1.[OH2:30].[OH2:62].[OH:31][c:32]1[c:33]2[n:34][n:35][nH:36][c:37]2[cH:38][cH:39][cH:40]1>>[NH:1]([CH:2]1[C:3](=[O:16])[N:4]([CH3:15])[CH:5]=[CH:6][C:7]([c:9]2[cH:10][cH:11][cH:12][cH:13][cH:14]2)=[CH:8]1)[C:27]([CH:25]([NH:24][C:22]([O:21][C:17]([CH3:18])([CH3:19])[CH3:20])=[O:23])[CH3:26])=[O:28].